From a dataset of the Open Reaction Database (ORD), a public repository of structured organic reaction records. describe an organic reaction: reactants, conditions, products, and yield Starting materials: OCC1CC(F)C(n2cnc3c(Cl)ncnc32)O1, N. The product is Nc1ncnc2c1ncn2C1OC(CO)CC1F. As a reaction SMILES: [Cl:1][c:2]1[c:3]2[n:4][cH:5][n:6]([CH:11]3[CH:12]([F:18])[CH2:13][CH:14]([CH2:16][OH:17])[O:15]3)[c:7]2[n:8][cH:9][n:10]1.[NH3:19]>>[c:2]1([NH2:19])[c:3]2[n:4][cH:5][n:6]([CH:11]3[CH:12]([F:18])[CH2:13][CH:14]([CH2:16][OH:17])[O:15]3)[c:7]2[n:8][cH:9][n:10]1. Reactants: C1(CCCC1)C(CCC1=CC(=C(C=C1)C(C#N)(C)C)F)(CC=1OC(OC(C1)=O)(C)C)O (2-{4-[3-Cyclopentyl-4-(2,2-dimethyl-6-oxo-6H-[1,3]dioxin-4-yl)-3-hydroxy-butyl]-2-fluoro-phenyl}-2-methyl-propionitrile), C1(CCCC1)C(CCC1=CC(=C(C=C1)C1(CC1)C#N)F)(CC=1OC(OC(C1)=O)(C)C)O (1-{4-[3-Cyclopentyl-4-(2,2-dimethyl-6-oxo-6H-[1,3]dioxin-4-yl)-3-hydroxy-butyl]-2-fluoro-phenyl}-cyclopropanecarbonitrile). Yields the product C1(CCCC1)C1(OC(CC(C1)=O)=O)CCC1=CC(=C(C=C1)C(C#N)(C)C)F (2{4-[2-(2-Cyclopentyl-4,6-dioxo-tetrahydro-pyran-2-yl)-ethyl]-2-fluoro-phenyl}-2-methyl-propionitrile). RXN SMILES: [CH:1]1([C:6]([OH:31])([CH2:21][C:22]2[O:23]C(C)(C)O[C:26](=[O:28])[CH:27]=2)[CH2:7][CH2:8][C:9]2[CH:14]=[CH:13][C:12]([C:15]([CH3:19])([CH3:18])[C:16]#[N:17])=[C:11]([F:20])[CH:10]=2)[CH2:5][CH2:4][CH2:3][CH2:2]1.C1(C(O)(CC2OC(C)(C)OC(=O)C=2)CCC2C=CC(C3(C#N)CC3)=C(F)C=2)CCCC1>>[CH:1]1([C:6]2([CH2:7][CH2:8][C:9]3[CH:14]=[CH:13][C:12]([C:15]([CH3:19])([CH3:18])[C:16]#[N:17])=[C:11]([F:20])[CH:10]=3)[CH2:21][C:22](=[O:23])[CH2:27][C:26](=[O:28])[O:31]2)[CH2:2][CH2:3][CH2:4][CH2:5]1. Reported procedure: The desired product was prepared analogously to Step 5 of Example A(86), substituting 2-{4-[3-Cyclopentyl-4-(2,2-dimethyl-6-oxo-6H-[1,3]dioxin-4-yl)-3-hydroxy-butyl]-2-fluoro-phenyl}-2-methyl-propionitrile (1.23 g, 2.9 mmol) from Step 3 below in place of 1-{4-[3-Cyclopentyl-4-(2,2-dimethyl-6-oxo-6H-[1,3]dioxin-4-yl)-3-hydroxy-butyl]-2-fluoro-phenyl}-cyclopropanecarbonitrile. Yield: 0.614 g, 56%. The reactants are BrC1=C(C=CC(=C1)F)CBr (2-bromo-1-(bromomethyl)-4-fluorobenzene), Cl (hydrochloric acid), O=S(Cl)Cl (SOCl2), [OH-].[K+] (potassium hydroxide), Cl (HCl), ice, CC(C(=O)OCC)C(=O)OCC (diethyl methylmalonate), [Al+3].[Cl-].[Cl-].[Cl-] (AlCl3). The solvent is C(C)O (ethanol), O (water), C(C)O (ethanol), ClCCl (dichloromethane). Run at time 15 minute. The product is BrC1=C2CC(C(C2=CC(=C1)F)=O)C (4-Bromo-6-fluoro-2-methylindan-1-one). Reaction SMILES: [CH3:1][CH:2]([C:8](OCC)=O)[C:3]([O:5]CC)=O.[Br:13][C:14]1[CH:19]=[C:18]([F:20])[CH:17]=[CH:16][C:15]=1CBr.[OH-].[K+].Cl.O=S(Cl)Cl.[Al+3].[Cl-].[Cl-].[Cl-]>C(O)C.O.ClCCl>[Br:13][C:14]1[CH:19]=[C:18]([F:20])[CH:17]=[C:16]2[C:15]=1[CH2:8][CH:2]([CH3:1])[C:3]2=[O:5] |f:2.3,6.7.8.9|. Procedure: To a solution of sodium ethoxide in ethanol obtained from 5.95 g (0.26 mmol) of sodium and 200 ml of anhydrous ethanol, a solution of 45.1 g (0.26 mmol) of diethyl methylmalonate in 200 ml of ethanol was added dropwise, while vigorously stirring, over 15 min. Then, 64.3 g (0.24 mmol) of 2-bromo-1-(bromomethyl)-4-fluorobenzene in 50 ml of ethanol was added dropwise with such a rate, so the reaction mixture would be slowly refluxing. The resulting mixture was additionally refluxed for 4 h, then co... Starting materials: Cl\C=C/C(=O)O (cis-3-chloroacrylic acid), OC1=C(C=CC(=C1)CN\C=C\1/C(NC(C2=CC=C(C=C12)I)=O)=O)NC(\C(=C\C)\C)=O ((2E)-N-[2-hydroxy-4-({[(Z)-(6-iodo-1,3-dioxo-2,3-dihydroisoquinolin-4(1H)-ylidene)methyl]amino}methyl)phenyl]-2-methylbut-2-enamide), NC1=C(C=C(CN\C=C\2/C(NC(C3=CC=C(C=C23)I)=O)=O)C=C1)O[Si](C(C)C)(C(C)C)C(C)C ((4Z)-4-[({4-amino-3-[(triisopropylsilyl)oxy]benzyl}amino)methylene]-6-iodoisoquinoline-1,3(2H,4H)-dione), acid chloride. The product is Cl\C=C/C(=O)NC1=C(C=C(C=C1)CN\C=C\1/C(NC(C2=CC=C(C=C12)I)=O)=O)O ((2Z)-3-chloro-N-[2-hydroxy-4-({[(Z)-(6-iodo-1,3-dioxo-2,3-dihydroisoquinolin-4(1H)-ylidene)methyl]amino}methyl)phenyl]acrylamide). Reaction SMILES: [OH:1][C:2]1[CH:7]=[C:6]([CH2:8][NH:9]/[CH:10]=[C:11]2\[C:12](=[O:23])[NH:13][C:14](=[O:22])[C:15]3[C:20]\2=[CH:19][C:18]([I:21])=[CH:17][CH:16]=3)[CH:5]=[CH:4][C:3]=1[NH:24][C:25](=[O:30])/[C:26](/C)=[CH:27]/C.NC1C=CC(CN/C=C2\C(=O)NC(=O)C3C\2=CC(I)=CC=3)=CC=1O[Si](C(C)C)(C(C)C)C(C)C.[Cl:65]/C=C\C(O)=O>>[Cl:65]/[CH:27]=[CH:26]\[C:25]([NH:24][C:3]1[CH:4]=[CH:5][C:6]([CH2:8][NH:9]/[CH:10]=[C:11]2\[C:12](=[O:23])[NH:13][C:14](=[O:22])[C:15]3[C:20]\2=[CH:19][C:18]([I:21])=[CH:17][CH:16]=3)=[CH:7][C:2]=1[OH:1])=[O:30]. Reported procedure: Following the acetylation and desilylation procedure employed for the preparation of (2E)-N-[2-hydroxy-4-({[(Z)-(6-iodo-1,3-dioxo-2,3-dihydroisoquinolin-4(1H)-ylidene)methyl]amino}methyl)phenyl]-2-methylbut-2-enamide, (4Z)-4-[({4-amino-3-[(triisopropylsilyl)oxy]benzyl}amino)methylene]-6-iodoisoquinoline-1,3(2H,4H)-dione (65 mg, 0.11 mmol) is reacted with acid chloride derived from cis-3-chloroacrylic acid (0.12 g, 1.1 mmol). Following desilylation and precipitation, (2Z)-3-chloro-N-[2-hydroxy-4-... Reactants: ClC=1C=C(C=C(C1C1=NN=C2N1C=C(C=C2)F)Cl)CO ([3,5-Dichloro-4-(6-fluoro[1,2,4]triazolo[4,3-a]pyridin-3-yl)-phenyl]-methanol), CC(=O)OI1(C=2C=CC=CC2C(=O)O1)(OC(=O)C)OC(=O)C (Dess Martin periodinane). Run in C(Cl)Cl (DCM), C([O-])(O)=O.[Na+] (sodium bicarbonate). Reaction conditions: temperature 0 celsius, time 1 hour. Product: ClC=1C=C(C=O)C=C(C1C1=NN=C2N1C=C(C=C2)F)Cl (3,5-Dichloro-4-(6-fluoro-[1,2,4]triazolo[4,3-a]pyridin-3-yl)-benzaldehyde). The yield is 118.2%. As a reaction SMILES: [Cl:1][C:2]1[CH:3]=[C:4]([CH2:19][OH:20])[CH:5]=[C:6]([Cl:18])[C:7]=1[C:8]1[N:12]2[CH:13]=[C:14]([F:17])[CH:15]=[CH:16][C:11]2=[N:10][N:9]=1.CC(OI1(OC(C)=O)(OC(C)=O)OC(=O)C2C=CC=CC1=2)=O>C(Cl)Cl.C(=O)(O)[O-].[Na+]>[Cl:18][C:6]1[CH:5]=[C:4]([CH:3]=[C:2]([Cl:1])[C:7]=1[C:8]1[N:12]2[CH:13]=[C:14]([F:17])[CH:15]=[CH:16][C:11]2=[N:10][N:9]=1)[CH:19]=[O:20] |f:3.4|. Procedure: A suspension of Intermediate 13b (0.57 g, 1.80 mmol) in DCM (18 mL) at 0° C. was treated with Dess Martin periodinane (0.85 g, 2.00 mmol) and the solution was stirred at 0° C. for 1 h. The mixture was diluted with a saturated aqueous sodium bicarbonate solution and the layers were separated. The aqueous layer was then extracted with DCM (2×). The combined organic layers were washed with a saturated aqueous sodium bicarbonate solution and brine, dried (Na2SO4), filtered and evaporated in vacuo. T... Starting materials: C(C=C)OC(=O)O[C@H](C)[C@@H]1[C@@H]2N(C(=C([C@@H]2C)CO)C(=O)OCC=C)C1=O (allyl (1S,5R,6S)-6-[(1R)-1-allyloxycarbonyloxyethyl]-2-hydroxymethyl-1-methyl-1-carbapen-2-em-3-carboxylate), ON=CC=1N2C(SC1)=CN=C2 (3-(hydroxyimino)methylimidazo[5,1-b]thiazole). Yields the product O[C@H](C)[C@@H]1[C@@H]2N(C(=C([C@@H]2C)CN2C=[N+]3C(SC=C3C=NO)=C2)C(=O)[O-])C1=O ((1S,5R,6S)-6-[(1R)-1-hydroxyethyl]-2-[3-(hydroxyimino)methylimidazo[5,1-b]thiazolium-6-yl]methyl-1-methyl-1-carbapen-2-em-3-carboxylate). Yield: 2.1%. As a reaction SMILES: C(OC([O:7][C@@H:8]([C@H:10]1[C:25](=[O:26])[N:12]2[C:13]([C:19]([O:21]CC=C)=[O:20])=[C:14]([CH2:17]O)[C@H:15]([CH3:16])[C@H:11]12)[CH3:9])=O)C=C.[OH:27][N:28]=[CH:29][C:30]1[N:31]2[CH:37]=[N:36][CH:35]=[C:32]2[S:33][CH:34]=1>>[OH:7][C@@H:8]([C@H:10]1[C:25](=[O:26])[N:12]2[C:13]([C:19]([O-:21])=[O:20])=[C:14]([CH2:17][N:36]3[CH:35]=[C:32]4[S:33][CH:34]=[C:30]([CH:29]=[N:28][OH:27])[N+:31]4=[CH:37]3)[C@H:15]([CH3:16])[C@H:11]12)[CH3:9]. Procedure: The same procedure as in Example 1 was repeated except that 102 mg of allyl (1S,5R,6S)-6-[(1R)-1-allyloxycarbonyloxyethyl]-2-hydroxymethyl-1-methyl-1-carbapen-2-em-3-carboxylate and 70 mg of 3-(hydroxyimino)methylimidazo[5,1-b]thiazole were used, thereby obtaining 2.3 mg of the title compound.